Dataset: the Open Reaction Database (ORD), a public repository of structured organic reaction records. Task: describe an organic reaction: reactants, conditions, products, and yield Starting materials: [H-].[Na+] (Sodium hydride), S1(NC=CC=N1)(=O)=O (2H-1,2,6-thiadiazine-1,1-dioxide), COC=1C=C2C(=NC=NC2=CC1OC)N1CCC(CC1)CI (1-(6,7-dimethoxyquinazolin-4-yl)-4-iodomethylpiperidine). Solvent: CN(C=O)C (dimethylformamide). The product is COC=1C=C2C(=NC=NC2=CC1OC)N1CCC(CC1)CN1S(N=CC=C1)(=O)=O (1-(6,7-dimethoxyquinazolin-4-yl)-4-(1,1-dioxo-1,2,6-thiadiazin-2-yl)methyl piperidine). RXN SMILES: [H-].[Na+].[S:3]1(=[O:10])(=[O:9])[N:8]=[CH:7][CH:6]=[CH:5][NH:4]1.[CH3:11][O:12][C:13]1[CH:14]=[C:15]2[C:20](=[CH:21][C:22]=1[O:23][CH3:24])[N:19]=[CH:18][N:17]=[C:16]2[N:25]1[CH2:30][CH2:29][CH:28]([CH2:31]I)[CH2:27][CH2:26]1>CN(C)C=O>[CH3:11][O:12][C:13]1[CH:14]=[C:15]2[C:20](=[CH:21][C:22]=1[O:23][CH3:24])[N:19]=[CH:18][N:17]=[C:16]2[N:25]1[CH2:30][CH2:29][CH:28]([CH2:31][N:8]2[CH:7]=[CH:6][CH:5]=[N:4][S:3]2(=[O:10])=[O:9])[CH2:27][CH2:26]1 |f:0.1|. Procedure: Sodium hydride (0.20 g. of a 50% dispersion in oil) was added to a stirred solution of 2H-1,2,6-thiadiazine-1,1-dioxide (0.56 g) in dimethylformamide (4 cm3). After 0.5 hours 1-(6,7-dimethoxyquinazolin-4-yl)-4-iodomethylpiperidine (0.70 g) was added and the mixture was warmed at 70° for 10 hours. The solvent was removed in vacuo, water was added and the mixture was extracted with chloroform (4×20 cm3). The dried (MgSO4) extracts were evaporated and the residue was chromatographed on silica (MK 6... Starting materials: FC1=CC=C(C=C1)CN1C(=NC2=C1C=CC=C2)N2CCC(CC2)N(C(=N)NC)C (N-[1-[1-[(4-fluorophenyl)methyl]-2-(1H)-benzimidazolyl]-4-piperidinyl]-N,N'-dimethylguanidine), C(C)(=O)OC(C)=O (acetic anhydride), [OH-].[Na+] (sodium hydroxide). Solvent: C(Cl)Cl (methylene chloride), C(Cl)Cl (methylene chloride). Conditions: temperature 5 celsius, time 2 hour. The product is FC1=CC=C(C=C1)CN1C(=NC2=C1C=CC=C2)N2CCC(CC2)N(C(=NC(C)=O)NC)C (N-[1-[1-[(4-fluorophenyl)methyl]-2(1H)-benzimidazolyl]-4-piperidinyl]-N,N'-dimethyl-N"-acetylguanidine). Reaction SMILES: C(O[C:5](=[O:7])[CH3:6])(=O)C.[F:8][C:9]1[CH:14]=[CH:13][C:12]([CH2:15][N:16]2[C:20]3[CH:21]=[CH:22][CH:23]=[CH:24][C:19]=3[N:18]=[C:17]2[N:25]2[CH2:30][CH2:29][CH:28]([N:31]([CH3:36])[C:32]([NH:34][CH3:35])=[NH:33])[CH2:27][CH2:26]2)=[CH:11][CH:10]=1.[OH-].[Na+]>C(Cl)Cl>[F:8][C:9]1[CH:14]=[CH:13][C:12]([CH2:15][N:16]2[C:20]3[CH:21]=[CH:22][CH:23]=[CH:24][C:19]=3[N:18]=[C:17]2[N:25]2[CH2:26][CH2:27][CH:28]([N:31]([CH3:36])[C:32]([NH:34][CH3:35])=[N:33][C:5](=[O:7])[CH3:6])[CH2:29][CH2:30]2)=[CH:11][CH:10]=1 |f:2.3|. Reported procedure: 0.48 ml of acetic anhydride dissolved in 5 ml of methylene chloride is added to a solution of 2 g (0.005 mole) of N-[1-[1-[(4-fluorophenyl)methyl]-2-(1H)-benzimidazolyl]-4-piperidinyl]-N,N'-dimethylguanidine in 20 ml of methylene chloride, cooled to 5° C. Stirring is continued for 2 h and the mixture is then poured into concentrated sodium hydroxide. The phases are separated, the organic phase is dried with MgSO4, is filtered and is evaporated down. On addition of acetone, the product crystalliz... Reactants: CN(C)C=1C=C2C=CC(=NC2=CC1)C (6-(N,N-Dimethylamino)quinaldine). The reagents and catalysts are [Rh] (rhodium on carbon). Product: CN(C)C=1C=C2CCC(NC2=CC1)C (6-(N,N-dimethylamino)-2-methyltetrahydroquinoline). As a reaction SMILES: [CH3:1][N:2]([C:4]1[CH:5]=[C:6]2[C:11](=[CH:12][CH:13]=1)[N:10]=[C:9]([CH3:14])[CH:8]=[CH:7]2)[CH3:3]>[Rh]>[CH3:3][N:2]([C:4]1[CH:5]=[C:6]2[C:11](=[CH:12][CH:13]=1)[NH:10][CH:9]([CH3:14])[CH2:8][CH2:7]2)[CH3:1]. Reported procedure: 6-(N,N-Dimethylamino)quinaldine was reduced with rhodium on carbon to give 6-(N,N-dimethylamino)-2-methyltetrahydroquinoline. Reactants: COC(COC1=C2C(=C(C(=NC2=C(C=C1)Cl)C(C)C)CC1=CC=C(C=C1)N1N=CC=C1)C)=O ([8-chloro-2-isopropyl-4-methyl-3-(4-pyrazol-1-ylbenzyl)quinolin-5-yloxy]acetic acid methyl ester). Run in O1CCCC1 (tetrahydrofuran), [OH-].[Li+] (lithium hydroxide). Yields the product ClC=1C=CC(=C2C(=C(C(=NC12)C(C)C)CC1=CC=C(C=C1)N1N=CC=C1)C)OCC(=O)O ([8-chloro-2-isopropyl-4-methyl-3-(4-pyrazol-1-ylbenzyl)quinolin-5-yloxy]acetic acid). Yield: 71.1%. As a reaction SMILES: C[O:2][C:3](=[O:33])[CH2:4][O:5][C:6]1[CH:15]=[CH:14][C:13]([Cl:16])=[C:12]2[C:7]=1[C:8]([CH3:32])=[C:9]([CH2:20][C:21]1[CH:26]=[CH:25][C:24]([N:27]3[CH:31]=[CH:30][CH:29]=[N:28]3)=[CH:23][CH:22]=1)[C:10]([CH:17]([CH3:19])[CH3:18])=[N:11]2>O1CCCC1.[OH-].[Li+]>[Cl:16][C:13]1[CH:14]=[CH:15][C:6]([O:5][CH2:4][C:3]([OH:33])=[O:2])=[C:7]2[C:12]=1[N:11]=[C:10]([CH:17]([CH3:18])[CH3:19])[C:9]([CH2:20][C:21]1[CH:26]=[CH:25][C:24]([N:27]3[CH:31]=[CH:30][CH:29]=[N:28]3)=[CH:23][CH:22]=1)=[C:8]2[CH3:32] |f:2.3|. Reported procedure: A solution of [8-chloro-2-isopropyl-4-methyl-3-(4-pyrazol-1-ylbenzyl)quinolin-5-yloxy]acetic acid methyl ester (0.087 g) in tetrahydrofuran (3.0 mL) and 1.0M aqueous lithium hydroxide solution (0.5 mL) was stirred at room temperature for three hours. The mixture was concentrated under reduced pressure and the pH adjusted to 4 by the addition of 0.1M aqueous hydrochloric acid (3 mL). The mixture was extracted with ethyl acetate and the combined extracts washed with saturated aqueous sodium chlori...